Dataset: the Open Reaction Database (ORD), a public repository of structured organic reaction records. Task: describe an organic reaction: reactants, conditions, products, and yield Starting materials: C(C)(C)(C)[Si](OC1CCN(CC1)C1=CC=C2C(=N1)N(C=N2)CN(C)C)(C2=CC=CC=C2)C2=CC=CC=C2 ({5-[4-(tert-Butyl-diphenyl-silanyloxy)-piperidin-1-yl]-imidazo[4,5-b]pyridin-3-ylmethyl}-dimethyl-amine), C(C)(C)(C)OC(=O)N1C=CC=2C1=CN=CC2C2=C(C=CC(=C2)C(=O)OC)C#N (4-(2-cyano-5-methoxycarbonyl-phenyl)-pyrrolo[2,3-c]pyridine-1-carboxylic acid tert-butyl ester), [Li+].CC(C)[N-]C(C)C (LDA). Run in C1CCOC1 (THF). Conditions: time 1 hour. The product is C(C)(C)(C)OC(=O)N1C=CC=2C1=CN=CC2C2=C(C=CC(=C2)C(=O)C2=NC=1C(=NC(=CC1)N1CCC(CC1)O[Si](C1=CC=CC=C1)(C1=CC=CC=C1)C(C)(C)C)N2)C#N (4-(5-{5-[4-(tert-Butyl-diphenyl-silanyloxy)-piperidin-1-yl]-3H-imidazo[4,5-b]pyridine-2-carbonyl}-2-cyano-phenyl)-pyrrolo[2,3-c]pyridine-1-carboxylic acid tert-butyl ester). The yield is 90.2%. As a reaction SMILES: [C:1]([Si:5]([C:32]1[CH:37]=[CH:36][CH:35]=[CH:34][CH:33]=1)([C:26]1[CH:31]=[CH:30][CH:29]=[CH:28][CH:27]=1)[O:6][CH:7]1[CH2:12][CH2:11][N:10]([C:13]2[N:18]=[C:17]3[N:19](CN(C)C)[CH:20]=[N:21][C:16]3=[CH:15][CH:14]=2)[CH2:9][CH2:8]1)([CH3:4])([CH3:3])[CH3:2].[C:38]([O:42][C:43]([N:45]1[C:49]2=[CH:50][N:51]=[CH:52][C:53]([C:54]3[CH:59]=[C:58]([C:60](OC)=[O:61])[CH:57]=[CH:56][C:55]=3[C:64]#[N:65])=[C:48]2[CH:47]=[CH:46]1)=[O:44])([CH3:41])([CH3:40])[CH3:39].[Li+].CC([N-]C(C)C)C>C1COCC1>[C:38]([O:42][C:43]([N:45]1[C:49]2=[CH:50][N:51]=[CH:52][C:53]([C:54]3[CH:59]=[C:58]([C:60]([C:20]4[NH:19][C:17]5=[N:18][C:13]([N:10]6[CH2:11][CH2:12][CH:7]([O:6][Si:5]([C:1]([CH3:3])([CH3:2])[CH3:4])([C:26]7[CH:31]=[CH:30][CH:29]=[CH:28][CH:27]=7)[C:32]7[CH:33]=[CH:34][CH:35]=[CH:36][CH:37]=7)[CH2:8][CH2:9]6)=[CH:14][CH:15]=[C:16]5[N:21]=4)=[O:61])[CH:57]=[CH:56][C:55]=3[C:64]#[N:65])=[C:48]2[CH:47]=[CH:46]1)=[O:44])([CH3:41])([CH3:39])[CH3:40] |f:2.3|. Reported procedure: To a solution of {5-[4-(tert-Butyl-diphenyl-silanyloxy)-piperidin-1-yl]-imidazo[4,5-b]pyridin-3-ylmethyl}-dimethyl-amine (574 mg, 1.12 mmol) and 4-(2-cyano-5-methoxycarbonyl-phenyl)-pyrrolo[2,3-c]pyridine-1-carboxylic acid tert-butyl ester (474 mg, 1.26 mmol, 1.1 eq) (Step 1 example 140) in THF (0.1M), cooled to −78° C., was slowly added 1M LDA (2 mol eq). After 1 hr, the reaction mixture was quenched with 50% acetic acid in water (0.25 vols.) at −78° C. The mixture was allowed to warm to room t... The reactants are ClC1=NC(=NS1)SCC1=CC=CC=C1 (5-chloro-3-benzylthio-1,2,4-thiadiazole), N1=CN=CC(=C1)CO (5-pyrimidylmethyl alcohol), [H-].[Na+] (sodium hydride), [Cl-].[Na+] (sodium chloride). Run in CN(C=O)C (N,N-dimethylformamide). Run at time 30 minute. Product: N1=CN=CC(=C1)COC1=NC(=NS1)SCC1=CC=CC=C1 (5-(5-pyrimidylmethyloxy)-3-benzylthio-1,2,4-thiadiazole). The yield is 45.5%. Reaction SMILES: Cl[C:2]1[S:6][N:5]=[C:4]([S:7][CH2:8][C:9]2[CH:14]=[CH:13][CH:12]=[CH:11][CH:10]=2)[N:3]=1.[N:15]1[CH:20]=[C:19]([CH2:21][OH:22])[CH:18]=[N:17][CH:16]=1.[H-].[Na+].[Cl-].[Na+]>CN(C)C=O>[N:15]1[CH:20]=[C:19]([CH2:21][O:22][C:2]2[S:6][N:5]=[C:4]([S:7][CH2:8][C:9]3[CH:14]=[CH:13][CH:12]=[CH:11][CH:10]=3)[N:3]=2)[CH:18]=[N:17][CH:16]=1 |f:2.3,4.5|. Reported procedure: Into 2 g of N,N-dimethylformamide were dissolved 219 mg of 5-chloro-3-benzylthio-1,2,4-thiadiazole and 200 mg of 5-pyrimidylmethyl alcohol, 44 mg of sodium hydride (60% in oil) was added thereto under ice-cooling, and the reaction mixture was stirred for 30 minutes. After stirring for 5 hours at room temperature, the reaction mixture was added to saturated sodium chloride aqueous solution, and extracted with t-butyl methyl ether. The organic layer was concentrated, and the residue obtained was s... Starting materials: Cc1cccc(C)c1-c1cccc2c1OC(CN)C2, CCN(C(C)C)C(C)C, O=C(Cl)OCc1ccccc1. The product is Cc1cccc(C)c1-c1cccc2c1OC(CNC(=O)OCc1ccccc1)C2. RXN SMILES: [CH3:1][c:2]1[c:3](-[c:9]2[cH:10][cH:11][cH:12][c:13]3[c:17]2[O:16][CH:15]([CH2:18][NH2:19])[CH2:14]3)[c:4]([CH3:8])[cH:5][cH:6][cH:7]1.[CH:20]([N:21]([CH:22]([CH3:23])[CH3:24])[CH2:25][CH3:26])([CH3:27])[CH3:28].[Cl:29][C:30](=[O:31])[O:32][CH2:33][c:34]1[cH:35][cH:36][cH:37][cH:38][cH:39]1>>[CH3:1][c:2]1[c:3](-[c:9]2[cH:10][cH:11][cH:12][c:13]3[c:17]2[O:16][CH:15]([CH2:18][NH:19][C:30](=[O:31])[O:32][CH2:33][c:34]2[cH:35][cH:36][cH:37][cH:38][cH:39]2)[CH2:14]3)[c:4]([CH3:8])[cH:5][cH:6][cH:7]1. The reactants are C(CCC)C1=NOC(=C1COC1=NC=C(C(=O)O)C=C1)CO (6-[3-butyl-5-hydroxymethyl-isoxazol-4-ylmethoxy]-nicotinic acid), Cl.FC(CN)(F)F (2,2,2-trifluoroethylamine hydrochloride). Yields the product C(CCC)C1=NOC(=C1COC1=NC=C(C(=O)NCC(F)(F)F)C=C1)CO (6-(3-Butyl-5-hydroxymethyl-isoxazol-4-ylmethoxy)-N-(2,2,2-trifluoroethyl)-nicotinamide). Isolated yield 18.0%. Reaction SMILES: [CH2:1]([C:5]1[C:9]([CH2:10][O:11][C:12]2[CH:20]=[CH:19][C:15]([C:16]([OH:18])=O)=[CH:14][N:13]=2)=[C:8]([CH2:21][OH:22])[O:7][N:6]=1)[CH2:2][CH2:3][CH3:4].Cl.[F:24][C:25]([F:29])([F:28])[CH2:26][NH2:27]>>[CH2:1]([C:5]1[C:9]([CH2:10][O:11][C:12]2[CH:20]=[CH:19][C:15]([C:16]([NH:27][CH2:26][C:25]([F:29])([F:28])[F:24])=[O:18])=[CH:14][N:13]=2)=[C:8]([CH2:21][OH:22])[O:7][N:6]=1)[CH2:2][CH2:3][CH3:4] |f:1.2|. Reported procedure: As described in example 53g, 6-[3-butyl-5-hydroxymethyl-isoxazol-4-ylmethoxy]-nicotinic acid (49 mg, 0.16 mmol) was converted, using 2,2,2-trifluoroethylamine hydrochloride instead of cyclobutylamine, to the title compound (11 mg, 18%) which was obtained as a colorless oil. MS: m/e=388.2 [M+H]+.